describe an organic reaction: reactants, conditions, products, and yield From a dataset of the Open Reaction Database (ORD), a public repository of structured organic reaction records. The reactants are N(=O)[O-].[Na+] (sodium nitrite), Br (hydrobromic acid), NC=1SC2=C(N1)C=CC(=C2)F (2-amino-6-fluorobenzothiazole), Br (hydrobromic acid). Reagents/catalysts: [Cu]Br (copper (I) bromide). The solvent is O (water), O (water), O (water). Run at temperature 0 celsius, time 15 minute. Yields the product BrC=1SC2=C(N1)C=CC(=C2)F (2-bromo-6-fluorobenzothiazole). RXN SMILES: N[C:2]1[S:3][C:4]2[CH:10]=[C:9]([F:11])[CH:8]=[CH:7][C:5]=2[N:6]=1.N([O-])=O.[Na+].[BrH:16]>O.[Cu]Br>[Br:16][C:2]1[S:3][C:4]2[CH:10]=[C:9]([F:11])[CH:8]=[CH:7][C:5]=2[N:6]=1 |f:1.2|. Reported procedure: Slurry 2-amino-6-fluorobenzothiazole (0.255mol) in water (325mL), heat to reflux and add 48% hydrobromic acid (130mL). Maintain at reflux for 20 minutes, cool to 0° C. and add a solution of sodium nitrite (17.56g, 0.255mol) in water (90mL), maintaining a temperature of 0° C. Stir at 0° C. for 15 minutes and add by dropwise addition (while keeping cold) to a rapidly stirring mixture of copper (I) bromide (42.03g,0.293mol) in 48% hydrobromic acid (86mL) and water (225mL). Stir at room temperature ... Starting materials: COc1cc2c(cc1OC)CC(=O)NC=C2, CS(C)=O, O, ClCc1cccnc1. Product: COc1cc2c(cc1OC)CC(=O)N(Cc1cccnc1)C=C2. Reaction SMILES: [CH3:1][O:2][c:3]1[cH:4][c:5]2[c:6]([cH:13][c:14]1[O:15][CH3:16])[CH2:7][C:8](=[O:12])[NH:9][CH:10]=[CH:11]2.[CH3:26][S:27]([CH3:28])=[O:29].[OH2:25].[cH:17]1[c:18]([CH2:23][Cl:24])[cH:19][cH:20][cH:21][n:22]1>>[CH3:1][O:2][c:3]1[cH:4][c:5]2[c:6]([cH:13][c:14]1[O:15][CH3:16])[CH2:7][C:8](=[O:12])[N:9]([CH2:23][c:18]1[cH:17][n:22][cH:21][cH:20][cH:19]1)[CH:10]=[CH:11]2. The reactants are FC(C1=CC=C(C=C1)CC#N)(F)F (4-trifluoromethyl-phenylacetonitrile), BrCC(=O)OCC (ethyl bromoacetate). Product: C(C)OC(CC(CC(=O)OCC)(C1=CC=C(C=C1)C(F)(F)F)C#N)=O (3-cyano-3-(4-trifluoromethyl-phenyl)-pentanedioic acid diethyl ester). Reaction SMILES: [F:1][C:2]([F:13])([F:12])[C:3]1[CH:8]=[CH:7][C:6]([CH2:9][C:10]#[N:11])=[CH:5][CH:4]=1.Br[CH2:15][C:16]([O:18][CH2:19][CH3:20])=[O:17]>>[CH2:19]([O:18][C:16](=[O:17])[CH2:15][C:9]([C:10]#[N:11])([C:6]1[CH:5]=[CH:4][C:3]([C:2]([F:12])([F:13])[F:1])=[CH:8][CH:7]=1)[CH2:15][C:16]([O:18][CH2:19][CH3:20])=[O:17])[CH3:20]. Reported procedure: Prepare by the method of example 1.1.2 using 4-trifluoromethyl-phenylacetonitrile (0.161 mol) and ethyl bromoacetate (0.325 mol). Chromatograph on silica gel to give the title compound.